This data is from the Open Reaction Database (ORD), a public repository of structured organic reaction records. The task is: describe an organic reaction: reactants, conditions, products, and yield The reactants are O=C([O-])O, CO, COC=C(C(=O)OC)c1ccccc1Oc1cccc(NC=O)c1, [Na+], O, O=P(Cl)(Cl)Cl. Yields the product COC=C(C(=O)OC)c1ccccc1Oc1cccc(N)c1. As a reaction SMILES: [C:31](=[O:32])([OH:33])[O-:34].[CH3:36][OH:37].[CH:6](=[O:7])[NH:8][c:9]1[cH:10][c:11]([O:12][c:13]2[c:14]([C:19]([C:20](=[O:21])[O:22][CH3:23])=[CH:24][O:25][CH3:26])[cH:15][cH:16][cH:17][cH:18]2)[cH:27][cH:28][cH:29]1.[Na+:35].[OH2:30].[P:1]([Cl:2])([Cl:3])([Cl:4])=[O:5]>>[NH2:8][c:9]1[cH:10][c:11]([O:12][c:13]2[c:14]([C:19]([C:20](=[O:21])[O:22][CH3:23])=[CH:24][O:25][CH3:26])[cH:15][cH:16][cH:17][cH:18]2)[cH:27][cH:28][cH:29]1. Reactants: FC(C(=O)OCC)(C(F)(F)F)F (ethyl 2,2,3,3,3-pentafluoropropionate), O.NN (hydrazine hydrate), C(C)(=O)O.C(=N)N (formamidine acetic acid salt). Run in C(C)O (ethanol). Run at temperature 0 celsius, time 1 hour. Yields the product FC(C(F)(F)F)(C1=NNC=N1)F (3-pentafluoroethyl-1H-1,2,4-triazole). Yield: 63.8%. Reaction SMILES: O.[NH2:2]N.[F:4][C:5]([F:15])([C:11]([F:14])([F:13])[F:12])[C:6](OCC)=O.C(O)(=O)C.[CH:20]([NH2:22])=[NH:21]>C(O)C>[F:4][C:5]([F:15])([C:6]1[N:22]=[CH:20][NH:21][N:2]=1)[C:11]([F:14])([F:13])[F:12] |f:0.1,3.4|. Procedure details: 1.25 g of hydrazine hydrate was dissolved to 45 ml of ethanol, and it was cooled to 0° C. 5.38 g of ethyl 2,2,3,3,3-pentafluoropropionate was dropped to it over the period of 15 minutes, followed by stirring at 0° C. for 1 hour. 2.61 g of formamidine acetic acid salt was added to the reaction mixture, followed by stirring at room temperature for 30 minutes. The reaction mixture was concentrated under reduced pressure. 50 ml of acetic acid was added to the residue, followed by stirring at 100° C.... Starting materials: [BH3-]C#N, CC(=O)O, CO, [Na+], CCCN(CCC)Cc1ccc(OCc2ccc(CNCc3ncc[nH]3)cc2)cc1, O=Cc1ncc[nH]1. Product: CCCN(CCC)Cc1ccc(OCc2ccc(CN(Cc3ncc[nH]3)Cc3ncc[nH]3)cc2)cc1. As a reaction SMILES: [C:31]([BH3-:32])#[N:33].[CH3:35][C:36](=[O:37])[OH:38].[CH3:46][OH:47].[Na+:34].[nH:1]1[c:2]([CH2:6][NH:7][CH2:8][c:9]2[cH:10][cH:11][c:12]([CH2:13][O:14][c:15]3[cH:16][cH:17][c:18]([CH2:19][N:20]([CH2:21][CH2:22][CH3:23])[CH2:24][CH2:25][CH3:26])[cH:27][cH:28]3)[cH:29][cH:30]2)[n:3][cH:4][cH:5]1.[nH:39]1[c:40]([CH:44]=[O:45])[n:41][cH:42][cH:43]1>>[nH:1]1[c:2]([CH2:6][N:7]([CH2:8][c:9]2[cH:10][cH:11][c:12]([CH2:13][O:14][c:15]3[cH:16][cH:17][c:18]([CH2:19][N:20]([CH2:21][CH2:22][CH3:23])[CH2:24][CH2:25][CH3:26])[cH:27][cH:28]3)[cH:29][cH:30]2)[CH2:44][c:40]2[nH:39][cH:43][cH:42][n:41]2)[n:3][cH:4][cH:5]1. The reactants are COC(CNS(=O)(=O)C1=CC=C(C=C1)OCC1CC1)=O ((4-Cyclopropylmethoxy-benzenesulfonylamino)-acetic acid methyl ester), ClCC1=CC=C(C=C1)N1N=CC=N1 (2-(4-chloromethyl-phenyl)-2H-[1,2,3]triazole), C(=O)([O-])[O-].[K+].[K+] (K2CO3), CN(C)C=O (DMF). Run at time 18 hour. The product is C1(CC1)COC1=CC=C(C=C1)S(=O)(=O)N(CC1=CC=C(C=C1)N1N=CC=N1)CC(=O)NO ([(4-Cyclopropylmethoxy-benzenesulfonyl)-(4-[1,2,3]triazol-2-yl-benzyl)amino]-N-hydroxy-acetamide). As a reaction SMILES: COC(=O)[CH2:4][NH:5][S:6]([C:9]1[CH:14]=[CH:13][C:12]([O:15][CH2:16][CH:17]2[CH2:19][CH2:18]2)=[CH:11][CH:10]=1)(=[O:8])=[O:7].Cl[CH2:22][C:23]1[CH:28]=[CH:27][C:26]([N:29]2[N:33]=[CH:32][CH:31]=[N:30]2)=[CH:25][CH:24]=1.C([O-])([O-])=[O:35].[K+].[K+].C[N:41]([CH:43]=[O:44])C>>[CH:17]1([CH2:16][O:15][C:12]2[CH:11]=[CH:10][C:9]([S:6]([N:5]([CH2:4][C:43]([NH:41][OH:35])=[O:44])[CH2:22][C:23]3[CH:28]=[CH:27][C:26]([N:29]4[N:33]=[CH:32][CH:31]=[N:30]4)=[CH:25][CH:24]=3)(=[O:7])=[O:8])=[CH:14][CH:13]=2)[CH2:18][CH2:19]1 |f:2.3.4|. Procedure details: To a solution of 1 g (3.3 mmol) of the compound of Stage 3.7 in 10 ml of DMF, 0.8086 g (4.175 mmol) of 2-(4-chloromethyl-phenyl)-2H-[1,2,3]triazole, 0.0555 g (0.33 mmol) of KI and 0.646 g (4.68 mmol) of K2CO3 are added successively at r.t. After stirring for 18 h, the reaction is quenched with ice water and the mixture is extracted with AcOEt. The combined extracts are washed with H2O, brine, dried over MgSO4 and concentrated under reduced pressure to give a solid which is washed with diethyleth... Starting materials: C(C)(=O)OCC (ethyl acetate), C(C)OC1C(C(C1)N)(C)C (3-ethoxy-2,2-dimethylcyclobutanamine), ClC1=NC(=NC=C1C#N)SC (4-chloro-2-(methylthio)pyrimidine-5-carbonitrile), C([O-])([O-])=O.[K+].[K+] (potassium carbonate). Run in C(C)(C)(C)O.ClCCCl (tert-butanol 1,2-dichloroethane). Conditions: temperature 70 celsius. Product: C(C)OC1C(C(C1)NC1=NC(=NC=C1C#N)SC)(C)C (4-(3-Ethoxy-2,2-dimethylcyclobutylamino)-2-(methylthio)pyrimidine-5-carbonitrile). The yield is 100.0%. As a reaction SMILES: [CH2:1]([O:3][CH:4]1[CH2:7][CH:6]([NH2:8])[C:5]1([CH3:10])[CH3:9])[CH3:2].Cl[C:12]1[C:17]([C:18]#[N:19])=[CH:16][N:15]=[C:14]([S:20][CH3:21])[N:13]=1.C(=O)([O-])[O-].[K+].[K+].C(OCC)(=O)C>C(O)(C)(C)C.ClCCCl>[CH2:1]([O:3][CH:4]1[CH2:7][CH:6]([NH:8][C:12]2[C:17]([C:18]#[N:19])=[CH:16][N:15]=[C:14]([S:20][CH3:21])[N:13]=2)[C:5]1([CH3:10])[CH3:9])[CH3:2] |f:2.3.4,6.7|. Procedure: A solution of 3-ethoxy-2,2-dimethylcyclobutanamine (1.0 equiv.) and 4-chloro-2-(methylthio)pyrimidine-5-carbonitrile (1.1 equiv.) in tert-butanol/1,2-dichloroethane (0.5 M) was treated with potassium carbonate powder (3.0 equiv.). The resulting reaction mixture was then heated at 70° C. under nitrogen for 3 h. After cooling, ethyl acetate was added and the mixture was vigorously stirred. The solid was removed by vacuum-filtration. The filtrate was concentrated and further dried to give (100% yie... Product: CCCC1CCC(Oc2ccc3cc(C4(C)COC(=O)N4)ccc3c2)CC1. Reactants: CCCC1CCC(O)CC1, C1CCOC1, CC(C)OC(=O)N=NC(=O)OC(C)C, CC1(c2ccc3cc(O)ccc3c2)COC(=O)N1, c1ccc(P(c2ccccc2)c2ccccc2)cc1. Reaction SMILES: [CH2:24]([CH2:25][CH3:26])[CH:27]1[CH2:28][CH2:29][CH:30]([OH:33])[CH2:31][CH2:32]1.[O:19]1[CH2:20][CH2:21][CH2:22][CH2:23]1.[O:53]=[C:54]([O:55][CH:56]([CH3:57])[CH3:58])[N:59]=[N:60][C:61]([O:62][CH:63]([CH3:64])[CH3:65])=[O:66].[OH:1][c:2]1[cH:3][c:4]2[cH:5][cH:6][c:7]([C:12]3([CH3:18])[NH:13][C:14](=[O:17])[O:15][CH2:16]3)[cH:8][c:9]2[cH:10][cH:11]1.[c:34]1([P:35]([c:36]2[cH:37][cH:38][cH:39][cH:40][cH:41]2)[c:42]2[cH:43][cH:44][cH:45][cH:46][cH:47]2)[cH:48][cH:49][cH:50][cH:51][cH:52]1>>[O:1]([c:2]1[cH:3][c:4]2[cH:5][cH:6][c:7]([C:12]3([CH3:18])[NH:13][C:14](=[O:17])[O:15][CH2:16]3)[cH:8][c:9]2[cH:10][cH:11]1)[CH:30]1[CH2:29][CH2:28][CH:27]([CH2:24][CH2:25][CH3:26])[CH2:32][CH2:31]1. Starting materials: Br, COc1ccc2cc(C3CCN(Cc4ccccc4)CC3)ccc2c1, CC(=O)O, [Na+], [OH-]. The product is Oc1ccc2cc(C3CCN(Cc4ccccc4)CC3)ccc2c1. As a reaction SMILES: [BrH:26].[CH2:1]([c:2]1[cH:3][cH:4][cH:5][cH:6][cH:7]1)[N:8]1[CH2:9][CH2:10][CH:11]([c:14]2[cH:15][c:16]3[cH:17][cH:18][c:19]([O:24][CH3:25])[cH:20][c:21]3[cH:22][cH:23]2)[CH2:12][CH2:13]1.[CH3:29][C:30](=[O:31])[OH:32].[Na+:28].[OH-:27]>>[CH2:1]([c:2]1[cH:3][cH:4][cH:5][cH:6][cH:7]1)[N:8]1[CH2:9][CH2:10][CH:11]([c:14]2[cH:15][c:16]3[cH:17][cH:18][c:19]([OH:24])[cH:20][c:21]3[cH:22][cH:23]2)[CH2:12][CH2:13]1. Reactants: [Li]CCCC (n-BuLi), [NH4+].[Cl-] (NH4Cl), COS(=O)(=O)C (Methanesulfonic acid methyl ester), C(C)OP(OCC)(=O)Cl (Phosphorochloridic acid diethyl ester). The solvent is CCCCCC (hexane), O (water), C1CCOC1 (THF). Reaction conditions: temperature -78 celsius, time 30 minute. Yields the product COS(=O)(=O)CP(=O)(OCC)OCC ((Diethoxy-phosphoryl)-methanesulfonic acid methyl ester). The yield is 50.8%. Reaction SMILES: [CH3:1][O:2][S:3]([CH3:6])(=[O:5])=[O:4].[Li]CCCC.[CH2:12]([O:14][P:15](Cl)(=[O:19])[O:16][CH2:17][CH3:18])[CH3:13].[NH4+].[Cl-]>C1COCC1.CCCCCC.O>[CH3:1][O:2][S:3]([CH2:6][P:15]([O:16][CH2:17][CH3:18])([O:14][CH2:12][CH3:13])=[O:19])(=[O:5])=[O:4] |f:3.4|. Reported procedure: Methanesulfonic acid methyl ester (0.43 mL, 5.0 mmol) is dissolved in THF (10 mL) and it is cooled down to −78° C. 1.6 M n-BuLi (3.4 mL, 5.5 mmol) in hexane is added into it dropwise and the mixture is stirred for 30 min at −78° C. Then Phosphorochloridic acid diethyl ester (0.41 mL, 2.8 mmol) is added dropwise into the mixture and it is then gradually warmed up to −50° C. in 2 hrs. 5 mL of sat. NH4Cl and 20 mL of water are added and it is further warmed up to room temperature. The mixture is ex... Starting materials: N1=CC=CC2=CC=CC=C12 (quinoline), C(C)(=O)OCC (ethyl acetate). Reagents/catalysts: [Pd].CC(=O)[O-].CC(=O)[O-].[Pb+2] (Lindlar catalyst). Yields the product N1=CC(=CC=C1)\C=C/CCCCO ((Z)-6-(3-pyridyl)hex-5-enol). The yield is 73.0%. As a reaction SMILES: [N:1]1[C:10]2[C:5](=[CH:6][CH:7]=[CH:8][CH:9]=2)[CH:4]=[CH:3][CH:2]=1.[C:11](OCC)(=[O:13])[CH3:12]>[Pd].CC([O-])=O.CC([O-])=O.[Pb+2]>[N:1]1[CH:2]=[CH:3][CH:4]=[C:5](/[CH:6]=[CH:7]\[CH2:8][CH2:9][CH2:12][CH2:11][OH:13])[CH:10]=1 |f:2.3.4.5|. Procedure: A solution of 45 ml (0.47 mol) of 3-bromopyridine and 52 g (0.53 mol) of 5-hexyn-l-ol in 150 ml of triethylamine and 500 ml of dichloromethane is degassed for 15 minutes with argon, and 3 g (4,3 mmol) of bis(triphenylphosphine)palladium(II)chloride and 450 mg of cuprous iodide is added. The mixture is heated at reflux for 3 h. The cooled reaction mixture is diluted with 1 liter of dichloromethane and is washed with water and brine, dried (K2CO3), concentrated and bulb-to-bulb distilled (b.p. 120... Reactants: NCCN1CCC(Nc2nc3ccccc3n2Cc2ccc(F)cc2)CC1, C1CCOC1, S=C=S. Product: Fc1ccc(Cn2c(NC3CCN(CCN=C=S)CC3)nc3ccccc32)cc1. As a reaction SMILES: [NH2:4][CH2:5][CH2:6][N:7]1[CH2:8][CH2:9][CH:10]([NH:13][c:14]2[n:15][c:16]3[c:17]([n:18]2[CH2:19][c:20]2[cH:21][cH:22][c:23]([F:26])[cH:24][cH:25]2)[cH:27][cH:28][cH:29][cH:30]3)[CH2:11][CH2:12]1.[O:31]1[CH2:32][CH2:33][CH2:34][CH2:35]1.[S:1]=[C:2]=[S:3]>>[C:2](=[S:3])=[N:4][CH2:5][CH2:6][N:7]1[CH2:8][CH2:9][CH:10]([NH:13][c:14]2[n:15][c:16]3[c:17]([n:18]2[CH2:19][c:20]2[cH:21][cH:22][c:23]([F:26])[cH:24][cH:25]2)[cH:27][cH:28][cH:29][cH:30]3)[CH2:11][CH2:12]1.